From a dataset of the Open Reaction Database (ORD), a public repository of structured organic reaction records. describe an organic reaction: reactants, conditions, products, and yield Starting materials: O1CCNCCOCCOCCNCCOCC1 (1,7,10,16-tetraoxa-4,13-diazacyclooctadecane), CC(CC(=O)Cl)(C)C (3,3-dimethylbutyryl chloride). Product: CC(CC(=O)N1CCOCCOCCN(CCOCCOCC1)C(CC(C)(C)C)=O)(C)C (4,13-Bis(3,3-dimethylbutyroyl)-1,7,10,16-tetraoxa-4,13-diazacyclooctadecane). As a reaction SMILES: [O:1]1[CH2:18][CH2:17][O:16][CH2:15][CH2:14][NH:13][CH2:12][CH2:11][O:10][CH2:9][CH2:8][O:7][CH2:6][CH2:5][NH:4][CH2:3][CH2:2]1.[CH3:19][C:20]([CH3:26])([CH3:25])[CH2:21][C:22](Cl)=[O:23]>>[CH3:19][C:20]([CH3:26])([CH3:25])[CH2:21][C:22]([N:4]1[CH2:5][CH2:6][O:7][CH2:8][CH2:9][O:10][CH2:11][CH2:12][N:13]([C:22](=[O:23])[CH2:21][C:20]([CH3:26])([CH3:25])[CH3:19])[CH2:14][CH2:15][O:16][CH2:17][CH2:18][O:1][CH2:2][CH2:3]1)=[O:23]. Procedure details: Analogously to Example 2 from 1,7,10,16-tetraoxa-4,13-diazacyclooctadecane and 3,3-dimethylbutyryl chloride. The reactants are C(C)OC(CC(C1(CCCC1)C1=CC=CC=C1)=O)=O (β-oxo-1-phenylcyclopentanepropanoic acid ethyl ester), N12CCN(CC1)CC2 (1,4-diazabicyclo[2.2.2]octane), xylenes. Yields the product CC(C)C1=C(C(=CC=C1)C(C)C)NC(CC(C1(CCCC1)C1=CC=CC=C1)=O)=O (N-[2,6-bis(1-methylethyl)phenyl]-β-oxo-1-phenyl-cyclopentanepropanamide). Reaction SMILES: C(O[C:4](=[O:19])[CH2:5][C:6](=[O:18])[C:7]1([C:12]2[CH:17]=[CH:16][CH:15]=[CH:14][CH:13]=2)[CH2:11][CH2:10][CH2:9][CH2:8]1)C.[N:20]12[CH2:27][CH2:26]N(CC1)CC2>>[CH3:13][CH:12]([C:7]1[CH:6]=[CH:5][CH:4]=[C:26]([CH:9]([CH3:10])[CH3:8])[C:27]=1[NH:20][C:4](=[O:19])[CH2:5][C:6](=[O:18])[C:7]1([C:12]2[CH:13]=[CH:14][CH:15]=[CH:16][CH:17]=2)[CH2:8][CH2:9][CH2:10][CH2:11]1)[CH3:17]. Reported procedure: The title compound was prepared from β-oxo-1-phenylcyclopentanepropanoic acid ethyl ester (8.0 g, 0.03 mol), 1,4-diazabicyclo[2.2.2]octane (34.4 g, 0.30 mol) and xylenes (54.8 ML, 15.0 eq) using the procedure described in Example 3, Step B. 1H NMR (ppm, CDCl3): 1.62-1.73 (m, 4H), 1.85-1.90 (m, 2H), 1.93 (s, 3H, CH3), 2.43-2.52 (m, 2H), 7.20-7.36 (m, 5H). The reactants are FC1=CC=C(C=C1)O (4-fluorophenol), ClC1=CC(=C(N)C=C1Cl)[N+](=O)[O-] (4,5-dichloro-2-nitroaniline), C([O-])([O-])=O.[K+].[K+] (potassium carbonate). Run in CS(=O)C (DMSO). Conditions: temperature 90 celsius, time 8 hour. Yields the product ClC1=CC(=C(N)C=C1OC1=CC=C(C=C1)F)[N+](=O)[O-] (4-chloro-5-(4-fluorophenoxy)-2-nitroaniline). The yield is 48.8%. As a reaction SMILES: [F:1][C:2]1[CH:7]=[CH:6][C:5]([OH:8])=[CH:4][CH:3]=1.[Cl:9][C:10]1[C:16](Cl)=[CH:15][C:13]([NH2:14])=[C:12]([N+:18]([O-:20])=[O:19])[CH:11]=1.C(=O)([O-])[O-].[K+].[K+]>CS(C)=O>[Cl:9][C:10]1[C:16]([O:8][C:5]2[CH:6]=[CH:7][C:2]([F:1])=[CH:3][CH:4]=2)=[CH:15][C:13]([NH2:14])=[C:12]([N+:18]([O-:20])=[O:19])[CH:11]=1 |f:2.3.4|. Reported procedure: To a solution of 4-fluorophenol (1.63 g, 14.54 mmol) in DMSO (20 ml) was added 4,5-dichloro-2-nitroaniline (3 g, 14.49 mmol) and potassium carbonate (4 g, 28.94 mmol) with stirring overnight at 90° C. The reaction was then quenched by the addition of water (200 ml), extracted with ethyl acetate (3×100 ml) and dried over anhydrous magnesium sulfate. The solids were filtered out and the filtrate was concentrated under vacuum to give a residue, which was purified by a silica gel column with 2% to 1... The reactants are CC=1C=C(C(=O)OC)C=CC1N1CCOCCC1=O (methyl 3-methyl-4-(5-oxo-[1,4]oxazepan-4-yl)-benzoate), [OH-].[Li+] (lithium hydroxide), O (water). Solvent: C(C)O (ethanol). The product is CC=1C=C(C(=O)O)C=CC1N1CCOCCC1=O (3-methyl-4-(5-oxo-[1,4]oxazepan-4-yl)-benzoic acid). Reaction SMILES: [CH3:1][C:2]1[CH:3]=[C:4]([CH:9]=[CH:10][C:11]=1[N:12]1[C:18](=[O:19])[CH2:17][CH2:16][O:15][CH2:14][CH2:13]1)[C:5]([O:7]C)=[O:6].[OH-].[Li+].O>C(O)C>[CH3:1][C:2]1[CH:3]=[C:4]([CH:9]=[CH:10][C:11]=1[N:12]1[C:18](=[O:19])[CH2:17][CH2:16][O:15][CH2:14][CH2:13]1)[C:5]([OH:7])=[O:6] |f:1.2|. Reported procedure: Prepared analogously to Example 39d from methyl 3-methyl-4-(5-oxo-[1,4]oxazepan-4-yl)-benzoate and lithium hydroxide in a solvent mixture of water and ethanol. Starting materials: FC=1C=C(C=CC1)C1C(C1)C(=O)OC (Methyl 2-(3-fluorophenyl)cyclopropanecarboxylate), [OH-].[Na+] (NaOH). Solvent: O (H2O), CO (MeOH). Run at time 2 hour. The product is FC=1C=C(C=CC1)C1C(C1)C(=O)O (2-(3-Fluorophenyl)cyclopropanecarboxylic acid). Isolated yield 90.0%. As a reaction SMILES: [F:1][C:2]1[CH:3]=[C:4]([CH:8]2[CH2:10][CH:9]2[C:11]([O:13]C)=[O:12])[CH:5]=[CH:6][CH:7]=1.[OH-].[Na+]>CO.O>[F:1][C:2]1[CH:3]=[C:4]([CH:8]2[CH2:10][CH:9]2[C:11]([OH:13])=[O:12])[CH:5]=[CH:6][CH:7]=1 |f:1.2|. Procedure details: To a solution of 7 (390 mg, 2.0 mmol) in MeOH (5 mL) was added 2N NaOH (5 mL) slowly. The reaction solution was stirred at room temperature for 2 h then diluted with H2O (25 mL). After extraction with ether (20 mL), the aqueous layer was acidified with 2N HCl (2.1 mL). The resulting solution was extracted with ether (3×40 mL). The combined organic layers were dried over MgSO4 and concentrated to give 8 (325 mg, 1.8 mmol, 99%) as a light yellow oil: 1H NMR (500 MHz, CDCl3) δ 0.87-0.91 (dd, J=6.0,...